Dataset: the Open Reaction Database (ORD), a public repository of structured organic reaction records. Task: describe an organic reaction: reactants, conditions, products, and yield The reactants are [Br-], O=Cc1cc(Br)ccc1F, C1CCOC1, C[P+](c1ccccc1)(c1ccccc1)c1ccccc1, CC(C)(C)[O-], [K+]. Product: C=Cc1cc(Br)ccc1F. As a reaction SMILES: [Br-:17].[Br:7][c:8]1[cH:9][cH:10][c:11]([F:16])[c:12]([CH:13]=[O:14])[cH:15]1.[CH2:38]1[O:39][CH2:40][CH2:41][CH2:42]1.[CH3:18][P+:19]([c:20]1[cH:21][cH:22][cH:23][cH:24][cH:25]1)([c:26]1[cH:27][cH:28][cH:29][cH:30][cH:31]1)[c:32]1[cH:33][cH:34][cH:35][cH:36][cH:37]1.[CH3:1][C:2]([CH3:3])([O-:4])[CH3:5].[K+:6]>>[CH2:1]=[CH:13][c:12]1[c:11]([F:16])[cH:10][cH:9][c:8]([Br:7])[cH:15]1. Starting materials: CC(C)c1cc(O[Si](C)(C)C(C)(C)C)ccc1C=O, C1CCOC1, CCCC[N+](CCCC)(CCCC)CCCC, [F-]. The product is CC(C)c1cc(O)ccc1C=O. Reaction SMILES: [C:1]([Si:2]([CH3:3])([CH3:4])[O:6][c:7]1[cH:8][c:9]([CH:15]([CH3:16])[CH3:17])[c:10]([CH:11]=[O:12])[cH:13][cH:14]1)([CH3:5])([CH3:18])[CH3:19].[CH2:38]1[O:39][CH2:40][CH2:41][CH2:42]1.[CH3:21][CH2:22][CH2:23][CH2:24][N+:25]([CH2:26][CH2:27][CH2:28][CH3:29])([CH2:30][CH2:31][CH2:32][CH3:33])[CH2:34][CH2:35][CH2:36][CH3:37].[F-:20]>>[OH:6][c:7]1[cH:8][c:9]([CH:15]([CH3:16])[CH3:17])[c:10]([CH:11]=[O:12])[cH:13][cH:14]1. The reactants are C(C)(C)(C)OC(=O)N1CCC(CC1)C(=O)N1C[C@H]([C@@H](C1)N(C(C)C)C(=O)OC1=CC=C(C=C1)F)C1=CC=C(C=C1)Cl (4-{(3R,4S)-3-(4-Chloro-phenyl)-4-[(4-fluoro-phenoxycarbonyl)-isopropyl-amino]-pyrrolidine-1-carbonyl}-piperidine-1-carboxylic acid tert-butyl ester), C(=O)(C(F)(F)F)O (TFA). Product: FC1=CC=C(C=C1)OC(N(C(C)C)[C@@H]1CN(C[C@H]1C1=CC=C(C=C1)Cl)C(=O)C1CCNCC1)=O ([(3S,4R)-4-(4-Chloro-phenyl)-1-(piperidine-4-carbonyl)-pyrrolidin-3-yl]-isopropyl-carbamic acid 4-fluoro-phenyl ester). As a reaction SMILES: C(OC([N:8]1[CH2:13][CH2:12][CH:11]([C:14]([N:16]2[CH2:20][C@@H:19]([N:21]([C:25]([O:27][C:28]3[CH:33]=[CH:32][C:31]([F:34])=[CH:30][CH:29]=3)=[O:26])[CH:22]([CH3:24])[CH3:23])[C@H:18]([C:35]3[CH:40]=[CH:39][C:38]([Cl:41])=[CH:37][CH:36]=3)[CH2:17]2)=[O:15])[CH2:10][CH2:9]1)=O)(C)(C)C.C(O)(C(F)(F)F)=O>>[F:34][C:31]1[CH:32]=[CH:33][C:28]([O:27][C:25](=[O:26])[N:21]([C@H:19]2[C@H:18]([C:35]3[CH:40]=[CH:39][C:38]([Cl:41])=[CH:37][CH:36]=3)[CH2:17][N:16]([C:14]([CH:11]3[CH2:10][CH2:9][NH:8][CH2:13][CH2:12]3)=[O:15])[CH2:20]2)[CH:22]([CH3:23])[CH3:24])=[CH:29][CH:30]=1. Reported procedure: In analogy to the procedure described for the synthesis of [(3R,4S)-4-(4-Chloro-phenyl)-1-(piperidine-4-carbonyl)-pyrrolidin-3-yl]-ethyl-carbamic acid 4-fluoro-phenyl ester the title compound was prepared from 4-{(3R,4S)-3-(4-Chloro-phenyl)-4-[(4-fluoro-phenoxycarbonyl)-isopropyl-amino]-pyrrolidine-1-carbonyl}-piperidine-1-carboxylic acid tert-butyl ester through cleavage of the protecting group with TFA. The title compound was obtained as off-white foam. MS m/e: 488.3 [M+H]+. The product is C1(CC1)NCCCOC1=C(C=C(C=C1)C1=CC=C(C=C1)C(=O)OCC)C1=CC=2C(CCC(C2C=C1)(C)C)(C)C (ethyl 4′-(3-cyclopropylaminopropoxy)-3′-(5,5,8,8-tetramethyl-5,6,7,8-tetrahydronaphth-2-yl)biphenyl-4-carboxylate), solid. Isolated yield 59.0%. Procedure details: In a manner similar to that of Example 1c, by reaction of 1.7 ml (24.5 mmol) of cyclopropylamine with 670 mg (1.12 mmol) of ethyl 4′-(3-iodopropoxy)-3′-(5,5,8,8-tetramethyl-5,6,7,8-tetrahydronaphth-2-yl)biphenyl-4-carboxylate (obtained in Example 1b) in 50 ml of ethanol. 350 mg of ethyl 4′-(3-cyclopropylaminopropoxy)-3′-(5,5,8,8-tetramethyl-5,6,7,8-tetrahydronaphth-2-yl)biphenyl-4-carboxylate are obtained in the form of a white solid (m.p.=141° C., yield=59%). The solvent is C(C)O (ethanol). Starting materials: C1(CC1)N (cyclopropylamine), ICCCOC1=C(C=C(C=C1)C1=CC=C(C=C1)C(=O)OCC)C1=CC=2C(CCC(C2C=C1)(C)C)(C)C (ethyl 4′-(3-iodopropoxy)-3′-(5,5,8,8-tetramethyl-5,6,7,8-tetrahydronaphth-2-yl)biphenyl-4-carboxylate). As a reaction SMILES: [CH:1]1([NH2:4])[CH2:3][CH2:2]1.I[CH2:6][CH2:7][CH2:8][O:9][C:10]1[CH:15]=[CH:14][C:13]([C:16]2[CH:21]=[CH:20][C:19]([C:22]([O:24][CH2:25][CH3:26])=[O:23])=[CH:18][CH:17]=2)=[CH:12][C:11]=1[C:27]1[CH:36]=[CH:35][C:34]2[C:33]([CH3:38])([CH3:37])[CH2:32][CH2:31][C:30]([CH3:40])([CH3:39])[C:29]=2[CH:28]=1>C(O)C>[CH:1]1([NH:4][CH2:6][CH2:7][CH2:8][O:9][C:10]2[CH:15]=[CH:14][C:13]([C:16]3[CH:17]=[CH:18][C:19]([C:22]([O:24][CH2:25][CH3:26])=[O:23])=[CH:20][CH:21]=3)=[CH:12][C:11]=2[C:27]2[CH:36]=[CH:35][C:34]3[C:33]([CH3:38])([CH3:37])[CH2:32][CH2:31][C:30]([CH3:40])([CH3:39])[C:29]=3[CH:28]=2)[CH2:3][CH2:2]1.